This data is from the Open Reaction Database (ORD), a public repository of structured organic reaction records. The task is: describe an organic reaction: reactants, conditions, products, and yield Reactants: O=C1CCC(c2ccccc2)(c2ccccc2)CN1CO, O=S(Cl)Cl, c1ccccc1. Product: O=C1CCC(c2ccccc2)(c2ccccc2)CN1CCl. As a reaction SMILES: [OH:1][CH2:2][N:3]1[C:4](=[O:21])[CH2:5][CH2:6][C:7]([c:9]2[cH:10][cH:11][cH:12][cH:13][cH:14]2)([c:15]2[cH:16][cH:17][cH:18][cH:19][cH:20]2)[CH2:8]1.[S:22]([Cl:23])([Cl:24])=[O:25].[cH:26]1[cH:27][cH:28][cH:29][cH:30][cH:31]1>>[CH2:2]([N:3]1[C:4](=[O:21])[CH2:5][CH2:6][C:7]([c:9]2[cH:10][cH:11][cH:12][cH:13][cH:14]2)([c:15]2[cH:16][cH:17][cH:18][cH:19][cH:20]2)[CH2:8]1)[Cl:24].